This data is from the Open Reaction Database (ORD), a public repository of structured organic reaction records. The task is: describe an organic reaction: reactants, conditions, products, and yield The reactants are C1(=CC=C(C=C1)S(=O)(=O)O)C.N[C@@H](CC(=O)OCC1=CC=CC=C1)C(=O)OCC1=CC=CC=C1 (dibenzyl (S)-aspartate p-toluenesulfonic acid salt), C(C)OCC (diethylether), C([O-])([O-])=O.[K+].[K+] (potassium carbonate). The solvent is O (water). The product is N[C@@H](CC(=O)OCC1=CC=CC=C1)C(=O)OCC1=CC=CC=C1 (dibenzyl (S)-aspartate). The yield is 100.5%. Reaction SMILES: C1(C)C=CC(S(O)(=O)=O)=CC=1.[NH2:12][C@H:13]([C:25]([O:27][CH2:28][C:29]1[CH:34]=[CH:33][CH:32]=[CH:31][CH:30]=1)=[O:26])[CH2:14][C:15]([O:17][CH2:18][C:19]1[CH:24]=[CH:23][CH:22]=[CH:21][CH:20]=1)=[O:16].C(OCC)C.C(=O)([O-])[O-].[K+].[K+]>O>[NH2:12][C@H:13]([C:25]([O:27][CH2:28][C:29]1[CH:30]=[CH:31][CH:32]=[CH:33][CH:34]=1)=[O:26])[CH2:14][C:15]([O:17][CH2:18][C:19]1[CH:24]=[CH:23][CH:22]=[CH:21][CH:20]=1)=[O:16] |f:0.1,3.4.5|. Reported procedure: A mixture of dibenzyl (S)-aspartate p-toluenesulfonic acid salt (48.6 g, 0.1 mole), diethylether (300 ml), water (100 ml), and saturated aqueous potassium carbonate (50 ml) is shaken vigorously. The layers are separated and the aqueous portion is extracted with more ether (2×100 ml). The combined ethereal extracts are washed with brine, dried with magnesium sulfate, filtered, and evaporated under vacuum to afford dibenzyl (S)-aspartate (31.5 g) as a water white liquid. Reactants: Fc1cc(Br)ccc1C=Cc1nc(CCl)co1, CS(=O)(=O)Cc1nccn1CCCCc1ccc(O)cc1, [H-], [Na+]. Yields the product CS(=O)(=O)Cc1nccn1CCCCc1ccc(OCc2coc(C=Cc3ccc(Br)cc3F)n2)cc1. Reaction SMILES: [Br:1][c:2]1[cH:3][c:4]([F:17])[c:5]([CH:8]=[CH:9][c:10]2[o:11][cH:12][c:13]([CH2:15][Cl:16])[n:14]2)[cH:6][cH:7]1.[CH3:18][S:19](=[O:20])(=[O:21])[CH2:22][c:23]1[n:24]([CH2:28][CH2:29][CH2:30][CH2:31][c:32]2[cH:33][cH:34][c:35]([OH:38])[cH:36][cH:37]2)[cH:25][cH:26][n:27]1.[H-:39].[Na+:40]>>[Br:1][c:2]1[cH:3][c:4]([F:17])[c:5]([CH:8]=[CH:9][c:10]2[o:11][cH:12][c:13]([CH2:15][O:38][c:35]3[cH:34][cH:33][c:32]([CH2:31][CH2:30][CH2:29][CH2:28][n:24]4[c:23]([CH2:22][S:19]([CH3:18])(=[O:20])=[O:21])[n:27][cH:26][cH:25]4)[cH:37][cH:36]3)[n:14]2)[cH:6][cH:7]1. Reactants: CCOC(=O)CBr, O=C([O-])[O-], CCC(C)=O, Oc1ccc(OCc2ccc(F)cc2)cc1, [K+], [K+], O. The product is CCOC(=O)COc1ccc(OCc2ccc(F)cc2)cc1. RXN SMILES: [Br:23][CH2:24][C:25](=[O:26])[O:27][CH2:28][CH3:29].[C:17](=[O:18])([O-:19])[O-:20].[CH3:31][C:32](=[O:33])[CH2:34][CH3:35].[F:1][c:2]1[cH:3][cH:4][c:5]([CH2:6][O:7][c:8]2[cH:9][cH:10][c:11]([OH:14])[cH:12][cH:13]2)[cH:15][cH:16]1.[K+:21].[K+:22].[OH2:30]>>[F:1][c:2]1[cH:3][cH:4][c:5]([CH2:6][O:7][c:8]2[cH:9][cH:10][c:11]([O:14][CH2:24][C:25](=[O:26])[O:27][CH2:28][CH3:29])[cH:12][cH:13]2)[cH:15][cH:16]1. The reactants are 331, OC(C)(C)C=1N=C(N(C1C(=O)OC)CC1=CC=C(C=C1)C1=C(C=CC=C1)C1=NN=NN1)C(C)OC (methyl 4-(1-hydroxy-1-methylethyl)-2-(1-methoxyethyl)-1-{4-[2-(tetrazol-5-yl)phenyl]phenyl}methylimidazole-5-carboxylate), aqueous solution, [OH-].[Na+] (sodium hydroxide). Yields the product OC(C)(C)C=1N=C(N(C1C(=O)O)CC1=CC=C(C=C1)C1=C(C=CC=C1)C1=NN=NN1)C(C)OC (4-(1-Hydroxy-1-methylethyl)-2-(1-methoxyethyl)-1-{4-[2-(tetrazol-5-yl)phenyl]phenyl}methylimidazole-5-carboxylic acid). As a reaction SMILES: [OH:1][C:2]([C:5]1[N:6]=[C:7]([CH:32]([O:34][CH3:35])[CH3:33])[N:8]([CH2:14][C:15]2[CH:20]=[CH:19][C:18]([C:21]3[CH:26]=[CH:25][CH:24]=[CH:23][C:22]=3[C:27]3[NH:31][N:30]=[N:29][N:28]=3)=[CH:17][CH:16]=2)[C:9]=1[C:10]([O:12]C)=[O:11])([CH3:4])[CH3:3].[OH-].[Na+]>>[OH:1][C:2]([C:5]1[N:6]=[C:7]([CH:32]([O:34][CH3:35])[CH3:33])[N:8]([CH2:14][C:15]2[CH:20]=[CH:19][C:18]([C:21]3[CH:26]=[CH:25][CH:24]=[CH:23][C:22]=3[C:27]3[NH:31][N:30]=[N:29][N:28]=3)=[CH:17][CH:16]=2)[C:9]=1[C:10]([OH:12])=[O:11])([CH3:3])[CH3:4] |f:1.2|. Procedure details: A solution of 331 m9 of methyl 4-(1-hydroxy-1-methylethyl)-2-(1-methoxyethyl)-1-{4-[2-(tetrazol-5-yl)phenyl]phenyl}methylimidazole-5-carboxylate [prepared as described in Example 94(b)] in 3 ml of a 1N aqueous solution of sodium hydroxide was stirred at room temperature for 2.5 hours. At the end of this time, insoluble matter was filtered off and 3 ml of 1N aqueous hydrochloric acid was added to the filtrate. The amorphous powder which precipitated was collected by filtration, to give 209 mg of ... Reactants: Cc1noc(-c2ccc(-n3cc4c(n3)CCN(C(=O)OC(C)(C)C)CC4)cc2)n1, CO, ClCCl, O=C(O)C(F)(F)F. The product is Cc1noc(-c2ccc(-n3cc4c(n3)CCNCC4)cc2)n1. As a reaction SMILES: [CH3:1][c:2]1[n:3][o:4][c:5](-[c:7]2[cH:8][cH:9][c:10](-[n:13]3[n:14][c:15]4[c:21]([cH:22]3)[CH2:20][CH2:19][N:18]([C:23]([O:24][C:25]([CH3:26])([CH3:27])[CH3:28])=[O:29])[CH2:17][CH2:16]4)[cH:11][cH:12]2)[n:6]1.[CH3:40][OH:41].[Cl:37][CH2:38][Cl:39].[OH:30][C:31]([C:32]([F:33])([F:34])[F:35])=[O:36]>>[CH3:1][c:2]1[n:3][o:4][c:5](-[c:7]2[cH:8][cH:9][c:10](-[n:13]3[n:14][c:15]4[c:21]([cH:22]3)[CH2:20][CH2:19][NH:18][CH2:17][CH2:16]4)[cH:11][cH:12]2)[n:6]1. Reactants: N1CCC(CC1)OC=1C=C2C=NNC2=CC1 (5-(4-piperidinyloxy)-1H-indazole), BrCCOC ((2-bromoethyl)methyl ether), C([O-])([O-])=O.[K+].[K+] (potassium carbonate), C(O)([O-])=O.[Na+] (sodium hydrogencarbonate). The solvent is CN(C=O)C (N,N-dimethylformamide). Reaction conditions: time 8 hour. The product is COCCN1CCC(CC1)OC=1C=C2C=NNC2=CC1 (5-{[1-(2-methoxyethyl)piperidin-4-yl]oxy}-1H-indazole). Isolated yield 41.1%. Reaction SMILES: [NH:1]1[CH2:6][CH2:5][CH:4]([O:7][C:8]2[CH:9]=[C:10]3[C:14](=[CH:15][CH:16]=2)[NH:13][N:12]=[CH:11]3)[CH2:3][CH2:2]1.Br[CH2:18][CH2:19][O:20][CH3:21].C(=O)([O-])[O-].[K+].[K+].C(=O)([O-])O.[Na+]>CN(C)C=O>[CH3:21][O:20][CH2:19][CH2:18][N:1]1[CH2:2][CH2:3][CH:4]([O:7][C:8]2[CH:9]=[C:10]3[C:14](=[CH:15][CH:16]=2)[NH:13][N:12]=[CH:11]3)[CH2:5][CH2:6]1 |f:2.3.4,5.6|. Reported procedure: To a solution of the 5-(4-piperidinyloxy)-1H-indazole (100 mg, 0.460 mmol) obtained in Example 42 in N,N-dimethylformamide (3 ml) were added (2-bromoethyl)methyl ether (76.8 mg, 0.552 mmol) and potassium carbonate (159 mg, 1.15 mmol), and the resulting mixture was stirred overnight at room temperature. Then, the reaction solution was cooled to 0° C. and a saturated aqueous sodium hydrogencarbonate solution was added thereto, followed by extraction with ethyl acetate. The organic layer was washed... The reactants are CCOc1nc(Br)c(C=O)n1Cc1ccc(-c2ccccc2C(=O)OC(C)(C)C)cc1, CCOC(C)=O, CN(C)C=O, c1ccc(P(c2ccccc2)(c2ccccc2)[Pd](P(c2ccccc2)(c2ccccc2)c2ccccc2)(P(c2ccccc2)(c2ccccc2)c2ccccc2)P(c2ccccc2)(c2ccccc2)c2ccccc2)cc1. The product is C=Cc1nc(OCC)n(Cc2ccc(-c3ccccc3C(=O)OC(C)(C)C)cc2)c1C=O. As a reaction SMILES: [C:1]([CH3:2])([CH3:3])([CH3:4])[O:5][C:6](=[O:7])[c:8]1[c:9](-[c:14]2[cH:15][cH:16][c:17]([CH2:20][n:21]3[c:22]([O:29][CH2:30][CH3:31])[n:23][c:24]([Br:28])[c:25]3[CH:26]=[O:27])[cH:18][cH:19]2)[cH:10][cH:11][cH:12][cH:13]1.[CH3:37][CH2:38][O:39][C:40]([CH3:41])=[O:42].[O:32]=[CH:33][N:34]([CH3:35])[CH3:36].[cH:43]1[cH:44][cH:45][c:46]([P:47]([Pd:48]([P:49]([c:50]2[cH:51][cH:52][cH:53][cH:54][cH:55]2)([c:56]2[cH:57][cH:58][cH:59][cH:60][cH:61]2)[c:62]2[cH:63][cH:64][cH:65][cH:66][cH:67]2)([P:68]([c:69]2[cH:70][cH:71][cH:72][cH:73][cH:74]2)([c:75]2[cH:76][cH:77][cH:78][cH:79][cH:80]2)[c:81]2[cH:82][cH:83][cH:84][cH:85][cH:86]2)[P:87]([c:88]2[cH:89][cH:90][cH:91][cH:92][cH:93]2)([c:94]2[cH:95][cH:96][cH:97][cH:98][cH:99]2)[c:100]2[cH:101][cH:102][cH:103][cH:104][cH:105]2)([c:106]2[cH:107][cH:108][cH:109][cH:110][cH:111]2)[c:112]2[cH:113][cH:114][cH:115][cH:116][cH:117]2)[cH:118][cH:119]1>>[C:1]([CH3:2])([CH3:3])([CH3:4])[O:5][C:6](=[O:7])[c:8]1[c:9](-[c:14]2[cH:15][cH:16][c:17]([CH2:20][n:21]3[c:22]([O:29][CH2:30][CH3:31])[n:23][c:24]([CH:37]=[CH2:38])[c:25]3[CH:26]=[O:27])[cH:18][cH:19]2)[cH:10][cH:11][cH:12][cH:13]1. Procedure details: The title compound was prepared from 2-(2-oxo-1,5-naphthyridin-1(2H)-yl)acetic acid (0.13 g, 0.62 mmol) and 4-chloro-3-(1H-1,2,4-triazol-3-yl)thiophen-2-amine (0.22 g, 1.12 mmol) according to protocol A and purified by prep HPLC. Retention time (min)=1.010, method [4], MS(ESI) 389.0 (M+H). Starting materials: O=C1N(C2=CC=CN=C2C=C1)CC(=O)O (2-(2-oxo-1,5-naphthyridin-1(2H)-yl)acetic acid), ClC=1C(=C(SC1)N)C1=NNC=N1 (4-chloro-3-(1H-1,2,4-triazol-3-yl)thiophen-2-amine). The product is ClC=1C(=C(SC1)NC(CN1C(C=CC2=NC=CC=C12)=O)=O)C1=NNC=N1 (N-(4-Chloro-3-(1H-1,2,4-triazol-3-yl)thiophen-2-yl)-2-(2-oxo-1,5-naphthyridin-1(2H)-yl)acetamide). Reaction SMILES: [O:1]=[C:2]1[CH:11]=[CH:10][C:9]2[C:4](=[CH:5][CH:6]=[CH:7][N:8]=2)[N:3]1[CH2:12][C:13]([OH:15])=O.[Cl:16][C:17]1[C:18]([C:23]2[N:27]=[CH:26][NH:25][N:24]=2)=[C:19]([NH2:22])[S:20][CH:21]=1>>[Cl:16][C:17]1[C:18]([C:23]2[N:27]=[CH:26][NH:25][N:24]=2)=[C:19]([NH:22][C:13](=[O:15])[CH2:12][N:3]2[C:4]3[C:9](=[N:8][CH:7]=[CH:6][CH:5]=3)[CH:10]=[CH:11][C:2]2=[O:1])[S:20][CH:21]=1. Starting materials: C(CCCCCCCCCCCCC)(=O)O (myristic acid), P(=O)([O-])([O-])[O-] (Phosphate), OO (hydrogen peroxide), CC1([C@@H](N2[C@H](S1)[C@@H](C2=O)NC(=O)COC=3C=CC=CC3)C(=O)O)C.[K] (Penicillin V potassium). Run in C1(=CC=CC=C1)C (toluene), C(C)#N (Acetonitrile). Conditions: time 5 hour. The product is CC1([C@@H](N2[C@H](S1=O)[C@@H](C2=O)NC(=O)COC3=CC=CC=C3)C(=O)O)C (penicillin V sulfoxide). As a reaction SMILES: C(O)(=[O:15])CCCCCCCCCCCCC.OO.[CH3:19][C:20]1([CH3:42])[S:24][C@@H:23]2[C@H:25]([NH:28][C:29]([CH2:31][O:32][C:33]3[CH:34]=[CH:35][CH:36]=[CH:37][CH:38]=3)=[O:30])[C:26](=[O:27])[N:22]2[C@H:21]1[C:39]([OH:41])=[O:40].[K].P([O-])([O-])([O-])=O>C1(C)C=CC=CC=1.C(#N)C>[CH3:19][C:20]1([CH3:42])[S:24](=[O:15])[C@@H:23]2[C@H:25]([NH:28][C:29]([CH2:31][O:32][C:33]3[CH:34]=[CH:35][CH:36]=[CH:37][CH:38]=3)=[O:30])[C:26](=[O:27])[N:22]2[C@H:21]1[C:39]([OH:41])=[O:40] |f:2.3,^1:42|. Procedure: To a mechanically stirred suspension of immobilized C. antarctica lipase (150 mg, according to example 1) in toluene (15 ml) and myristic acid (1 g, 4.6 mmol), was hydrogen peroxide (1.2 ml 60% (w/v), 21 mmol in all) added in four equal portions after 0, 2, 3 and 4 hours. Penicillin V-potassium salt (2.4 g, 6.2 mmol in all) was added in three equal portions after 2, 3 and 4 hours. The yields were determined by HPLC (Column: Supelco RP-18, 5 micro; Mobile phase: Acetonitrile 20% and pH 6.5 Phosph...